This data is from the Open Reaction Database (ORD), a public repository of structured organic reaction records. The task is: describe an organic reaction: reactants, conditions, products, and yield Solvent: ClCCl (dichloromethane), ClCCl (dichloromethane). The product is ClC=1C=C(C=CC1Cl)[C@@H]1CN(C[C@H]1NC(C)C)C(=O)C1CCN(CC1)C(=O)C1(CC1)C (rac-[(3R,4S)-3-(3,4-Dichloro-phenyl)-4-isopropylamino-pyrrolidin-1-yl]-[1-(1-methyl-cyclopropanecarbonyl)-piperidin-4-yl]-methanone). Isolated yield 72.7%. RXN SMILES: [NH2:1][CH:2]1[CH:6]([C:7]2[CH:12]=[CH:11][C:10]([Cl:13])=[C:9]([Cl:14])[CH:8]=2)[CH2:5][N:4]([C:15]([CH:17]2[CH2:22][CH2:21][N:20]([C:23]([C:25]3([CH3:28])[CH2:27][CH2:26]3)=[O:24])[CH2:19][CH2:18]2)=[O:16])[CH2:3]1.[CH3:29][C:30]([CH3:32])=O.C(O[BH-](OC(=O)C)OC(=O)C)(=O)C.[Na+].C(O)(=O)C>ClCCl>[Cl:14][C:9]1[CH:8]=[C:7]([C@H:6]2[C@H:2]([NH:1][CH:30]([CH3:32])[CH3:29])[CH2:3][N:4]([C:15]([CH:17]3[CH2:22][CH2:21][N:20]([C:23]([C:25]4([CH3:28])[CH2:27][CH2:26]4)=[O:24])[CH2:19][CH2:18]3)=[O:16])[CH2:5]2)[CH:12]=[CH:11][C:10]=1[Cl:13] |f:2.3|. Reported procedure: To a solution of rac-(3S,4R)-[3-Amino-4-(3,4-dichloro-phenyl)-pyrrolidin-1-yl]-[1-(1-methyl-cyclopropanecarbonyl)-piperidin-4-yl]-methanone (120 mg, 0.28 mmol) in dichloromethane (1 mL) were added acetone (21 uL, 0.28 mmol) and sodiumtriacetoxy-borohydride (72 mg, 0.34 mmol) and acetic acid (16 uL, 0.28 mmol) and the reaction mixture was stirred at ambient temperature for 3 h. It was diluted with dichloromethane and washed with aqueous sodiumhydrogenecarbonate (1M). The organic layer was dried o... Conditions: time 3 hour. Reactants: NC1CN(CC1C1=CC(=C(C=C1)Cl)Cl)C(=O)C1CCN(CC1)C(=O)C1(CC1)C (rac-(3S,4R)-[3-Amino-4-(3,4-dichloro-phenyl)-pyrrolidin-1-yl]-[1-(1-methyl-cyclopropanecarbonyl)-piperidin-4-yl]-methanone), CC(=O)C (acetone), C(C)(=O)O[BH-](OC(C)=O)OC(C)=O.[Na+] (sodiumtriacetoxy-borohydride), C(C)(=O)O (acetic acid). Reactants: Cc1ccccc1, O=C(C=Cc1ccc(Cl)cc1)C1(Cl)CC1. Product: O=C(CCc1ccc(Cl)cc1)C1(Cl)CC1. Reaction SMILES: [CH3:16][c:17]1[cH:18][cH:19][cH:20][cH:21][cH:22]1.[Cl:1][c:2]1[cH:3][cH:4][c:5]([CH:8]=[CH:9][C:10](=[O:11])[C:12]2([Cl:15])[CH2:13][CH2:14]2)[cH:6][cH:7]1>>[Cl:1][c:2]1[cH:3][cH:4][c:5]([CH2:8][CH2:9][C:10](=[O:11])[C:12]2([Cl:15])[CH2:13][CH2:14]2)[cH:6][cH:7]1. Reactants: C1(=CC=CC=C1)C1=C(C(NC(N1)=S)=O)C (6-phenythiothymine), O([Si](C)(C)C(C)(C)C)CCCCC1=C(C=CC(=C1)S(=O)(=O)[O-])C (4-(t-butyldimethylsiloxy)-butyl-p-toluenesulphonate), C([O-])([O-])=O.[K+].[K+] (potassium carbonate). Run in CS(=O)C (dimethyl sulfoxide). Run at time 90 minute. Yields the product OCCCCN1C(=S)NC(=O)C(C)=C1C1=CC=CC=C1 (1-(4-hydroxybutyl) -6-phenylthiothymine). The yield is 4.1%. As a reaction SMILES: [C:1]1([C:7]2[NH:12][C:11](=[S:13])[NH:10][C:9](=[O:14])[C:8]=2[CH3:15])[CH:6]=[CH:5][CH:4]=[CH:3][CH:2]=1.[O:16]([CH2:24][CH2:25][CH2:26][CH2:27]C1C=C(S([O-])(=O)=O)C=CC=1C)[Si](C(C)(C)C)(C)C.C(=O)([O-])[O-].[K+].[K+]>CS(C)=O>[OH:16][CH2:24][CH2:25][CH2:26][CH2:27][N:12]1[C:7]([C:1]2[CH:2]=[CH:3][CH:4]=[CH:5][CH:6]=2)=[C:8]([CH3:15])[C:9](=[O:14])[NH:10][C:11]1=[S:13] |f:2.3.4|. Procedure: To 2 ml of dimethyl sulfoxide, 468 mg (2.0 mmol) of 6-phenythiothymine, 358 mg (1.0 mmol) of 4-(t-butyldimethylsiloxy)-butyl-p-toluenesulphonate and 276 mg (2.0 mmol) of potassium carbonate were added and heated to react for 4 hours at 80° C. The reaction mixture was concentrated under reduced pressure, added with methanol and filtered. The filtrate was concentrated under reduced pressure, added with 20 ml of tetrahydrofuran and 1 ml of 1N hydrochloric acid and stirred for 90 minutes. The reacti... The reactants are CO (methanol), [OH-].[K+] (potassium hydroxide), C(F)(F)(C(F)(F)C(F)(F)C(F)(F)C(F)(F)C(F)(F)F)I (C6F13I). The reagents and catalysts are [Br-].C(CCC)[P+](CCCC)(CCCC)CCCC (tetrabutylphosphonium bromide). Solvent: O (water). Run at time 1 hour. Yields the product C(F)(F)C(F)(F)C(F)(F)C(F)(F)C(F)(F)C(F)(F)F (C6F13H). The yield is 98.1%. Reaction SMILES: CO.[OH-].[K+].[C:5](I)([C:8]([C:11]([C:14]([C:17]([C:20]([F:23])([F:22])[F:21])([F:19])[F:18])([F:16])[F:15])([F:13])[F:12])([F:10])[F:9])([F:7])[F:6]>[Br-].C([P+](CCCC)(CCCC)CCCC)CCC.O>[CH:5]([C:8]([C:11]([C:14]([C:17]([C:20]([F:21])([F:22])[F:23])([F:18])[F:19])([F:15])[F:16])([F:13])[F:12])([F:10])[F:9])([F:7])[F:6] |f:1.2,4.5|. Procedure details: Into a 1 l four-necked flask equipped with a stirrer, a reflux condenser, a dropping funnel and a thermometer, 200 cc of methanol, 74.3 g (1.1 mols) of 85% potassium hydroxide and 1 g of tetrabutylphosphonium bromide were charged. The reactor was heated to bring the internal temperature to 60° C. Then, 223 g (0.5 mol) of C6F13I was dropwise added thereto over a period of one hour. After completion of the dropwise addition, heating and refluxing were continued for tow hours. The conversion at tha... The reactants are O=Cc1cc(Br)ccc1Cl, [Cl-], [NH4+], C1CCOC1, c1ccc2sccc2c1. Yields the product OC(c1cc2ccccc2s1)c1cc(Br)ccc1Cl. Reaction SMILES: [Br:10][c:11]1[cH:12][cH:13][c:14]([Cl:19])[c:15]([CH:16]=[O:17])[cH:18]1.[Cl-:20].[NH4+:21].[O:22]1[CH2:23][CH2:24][CH2:25][CH2:26]1.[s:1]1[c:2]2[c:3]([cH:4][cH:5]1)[cH:6][cH:7][cH:8][cH:9]2>>[s:1]1[c:2]2[c:3]([cH:4][c:5]1[CH:16]([c:15]1[c:14]([Cl:19])[cH:13][cH:12][c:11]([Br:10])[cH:18]1)[OH:17])[cH:6][cH:7][cH:8][cH:9]2.